From a dataset of the Open Reaction Database (ORD), a public repository of structured organic reaction records. describe an organic reaction: reactants, conditions, products, and yield Starting materials: [Al+3], C1CCOC1, COc1ccc(OC)c(CNC2C3CCN(C(C(=O)N(C)C)C3)C2C(c2ccccc2)c2ccccc2)c1, [H-], [H-], [H-], [H-], [Li+]. The product is COc1ccc(OC)c(CNC2C3CCN(C(CO)C3)C2C(c2ccccc2)c2ccccc2)c1. As a reaction SMILES: [Al+3:2].[CH2:45]1[O:46][CH2:47][CH2:48][CH2:49]1.[CH3:7][N:8]([C:9](=[O:10])[CH:11]1[N:12]2[CH:13]([CH:31]([c:32]3[cH:33][cH:34][cH:35][cH:36][cH:37]3)[c:38]3[cH:39][cH:40][cH:41][cH:42][cH:43]3)[CH:14]([NH:19][CH2:20][c:21]3[c:22]([O:29][CH3:30])[cH:23][cH:24][c:25]([O:27][CH3:28])[cH:26]3)[CH:15]([CH2:16]1)[CH2:17][CH2:18]2)[CH3:44].[H-:1].[H-:4].[H-:5].[H-:6].[Li+:3]>>[CH2:9]([OH:10])[CH:11]1[N:12]2[CH:13]([CH:31]([c:32]3[cH:33][cH:34][cH:35][cH:36][cH:37]3)[c:38]3[cH:39][cH:40][cH:41][cH:42][cH:43]3)[CH:14]([NH:19][CH2:20][c:21]3[c:22]([O:29][CH3:30])[cH:23][cH:24][c:25]([O:27][CH3:28])[cH:26]3)[CH:15]([CH2:16]1)[CH2:17][CH2:18]2. Starting materials: OC(=O)CCCCCCCCC (capric acid), aqueous solution, aqueous solution, Br (hydrobromic acid), [N+](=O)([O-])[O-].[Ag+] (silver nitrate). Solvent: C(C)(=O)OCCCC (butyl acetate). Run at temperature 5 celsius. The product is [O-]C(=O)CCCCCCCCC.[Ag+] (silver caprate), [Ag]Br (silver bromide). As a reaction SMILES: [OH:1][C:2]([CH2:4][CH2:5][CH2:6][CH2:7][CH2:8][CH2:9][CH2:10][CH2:11][CH3:12])=[O:3].[BrH:13].[N+]([O-])([O-])=O.[Ag+:18]>C(OCCCC)(=O)C>[O-:3][C:2]([CH2:4][CH2:5][CH2:6][CH2:7][CH2:8][CH2:9][CH2:10][CH2:11][CH3:12])=[O:1].[Ag+:18].[Ag:18][Br:13] |f:2.3,5.6|. Procedure details: A solution obtained by dissolving 8.6 g of capric acid in 100 ml of butyl acetate was maintained at 5° C, and with good stirring, 50 ml of a 0.4% aqueous solution of hydrobromic acid was added and emulsified. To the resulting emulsion was added 50 ml of an aqueous solution of a silver ammonium complex salt containing 8.5 g of silver nitrate to form silver caprate and silver bromide simultaneously. The silver salts were separated, and washed, and then dispersed in 120 g of a 15% by weight aqueous... The reactants are [Li+].C[Si](C)(C)[N-][Si](C)(C)C (LHMDS), C(C=C)Br (Allyl bromide), FC=1C=CC2=C(N3C(CO2)C(C(=N3)C(=O)N(C)OC)C3=CC=CC=C3)C1 (8-Fluoro-N-methoxy-N-methyl-3-phenyl-3a,4-dihydro-3H-pyrazolo[5,1-c][1,4]-benzoxazine-2-carboxamide), FC=1C=CC2=C(N3[C@H](CO2)[C@@H](C(=N3)C(=O)N(C)OC)C3=CC=CC=C3)C1 (trans-8-Fluoro-N-methoxy-N-methyl-3-phenyl-3a,4-dihydro-3H-pyrazolo[5,1-c][1,4]benzoxazine-2-carboxamide). The solvent is C1(=CC=CC=C1)C (toluene), C1CCOC1 (THF). Run at temperature -78 celsius, time 2 minute. Yields the product C(C=C)C1(C(=NN2C1COC1=C2C=C(C=C1)F)C(=O)N(C)OC)C1=CC=CC=C1 (3-allyl-8-fluoro-N-methoxy-N-methyl-3-phenyl-3a,4-dihydro-3H-pyrazolo[5,1-c][1,4]benzoxazine-2-carboxamide). RXN SMILES: [F:1][C:2]1[CH:3]=[CH:4][C:5]2[O:10][CH2:9][CH:8]3[CH:11]([C:20]4[CH:25]=[CH:24][CH:23]=[CH:22][CH:21]=4)[C:12]([C:14]([N:16]([O:18][CH3:19])[CH3:17])=[O:15])=[N:13][N:7]3[C:6]=2[CH:26]=1.F[C:28]1[CH:29]=CC2OC[C@@H]3[C@H](C4C=CC=CC=4)C(C(N(OC)C)=O)=NN3C=2[CH:52]=1.[Li+].C[Si]([N-][Si](C)(C)C)(C)C.C(Br)C=C>C1COCC1.C1(C)C=CC=CC=1>[CH2:29]([C:11]1([C:20]2[CH:21]=[CH:22][CH:23]=[CH:24][CH:25]=2)[CH:8]2[CH2:9][O:10][C:5]3[CH:4]=[CH:3][C:2]([F:1])=[CH:26][C:6]=3[N:7]2[N:13]=[C:12]1[C:14]([N:16]([O:18][CH3:19])[CH3:17])=[O:15])[CH:28]=[CH2:52] |f:2.3|. Procedure details: Either cis (1-7) or trans-8-Fluoro-N-methoxy-N-methyl-3-phenyl-3a,4-dihydro-3H-pyrazolo[5,1-c][1,4]benzoxazine-2-carboxamide (5-5, 4.8 g, 13.5 mmol) was dissolved in anhydrous THF (50 mL) and cooled to −78° C. in an acetone/dry ice bath under an N2 atmosphere. The resulting solution was treated with LHMDS (16.2 mL of a 1M toluene solution, 16.2 mmol) and stirred 2 minutes to produce a deep red color. Allyl bromide (2.3 mL, 26.9 mmol) was added neat and the solution was allowed to stir 10 minutes... The reactants are C(#N)C1=CC=C(C=C1)NC=1C=NC=NC1 (5-[N-(4-cyanophenyl)amino]pyrimidine), FC1=C(CBr)C=C(C=C1)F (2,5-difluorobenzyl bromide). Product: C(#N)C1=CC=C(C=C1)N(C1=C(C=CC(=C1)F)F)C=1C=NC=NC1 (5-[N-(4-Cyanophenyl)-N-(2,5-difluorophenyl)amino]pyrimidine). Reaction SMILES: [C:1]([C:3]1[CH:8]=[CH:7][C:6]([NH:9][C:10]2[CH:11]=[N:12][CH:13]=[N:14][CH:15]=2)=[CH:5][CH:4]=1)#[N:2].[F:16][C:17]1[CH:24]=[CH:23][C:22]([F:25])=[CH:21][C:18]=1CBr>>[C:1]([C:3]1[CH:8]=[CH:7][C:6]([N:9]([C:10]2[CH:15]=[N:14][CH:13]=[N:12][CH:11]=2)[C:23]2[CH:24]=[C:17]([F:16])[CH:18]=[CH:21][C:22]=2[F:25])=[CH:5][CH:4]=1)#[N:2]. Procedure details: Starting compounds: 5-[N-(4-cyanophenyl)amino]pyrimidine and 2,5-difluorobenzyl bromide The reactants are NC1C(N(C2=C(C(=N1)C1=CC=CC=C1)C=C(C=C2)Cl)C)=O (3-amino-7-chloro-5-phenyl-1,3-dihydro-1-methyl-2H-1,4-benzodiazepin-2-one), NC1C(N(C2=C(C(=N1)C1=CC=CC=C1)C=C(C=C2)Cl)C)=O (3-amino-7-chloro-5-phenyl-1,3-dihydro-1-methyl-2H-1,4-benzodiazepin-2-one), N(=C=S)C1=CC=C(C2=CC=CC=C12)N(C)C (4-isothiocyanato-N,N-dimethyl-1-naphthalenamine). Solvent: ClC(C)Cl (dichloroethane). Run at time 17 hour. The product is ClC=1C=CC2=C(C(=NC(C(N2C)=O)NC(=S)NC2=CC=C(C3=CC=CC=C23)N(C)C)C2=CC=CC=C2)C1 (N-(7-chloro-2,3-dihydro-1-methyl-2-oxo-5-phenyl-1H-1,4-benzodiazepin-3-yl)-N′-[4-(dimethylamino)-1-naphthalenyl]-thiourea), solid. Isolated yield 65.0%. RXN SMILES: [NH2:1][CH:2]1[N:8]=[C:7]([C:9]2[CH:14]=[CH:13][CH:12]=[CH:11][CH:10]=2)[C:6]2[CH:15]=[C:16]([Cl:19])[CH:17]=[CH:18][C:5]=2[N:4]([CH3:20])[C:3]1=[O:21].[N:22]([C:25]1[C:34]2[C:29](=[CH:30][CH:31]=[CH:32][CH:33]=2)[C:28]([N:35]([CH3:37])[CH3:36])=[CH:27][CH:26]=1)=[C:23]=[S:24]>ClC(Cl)C>[Cl:19][C:16]1[CH:17]=[CH:18][C:5]2[N:4]([CH3:20])[C:3](=[O:21])[CH:2]([NH:1][C:23]([NH:22][C:25]3[C:34]4[C:29](=[CH:30][CH:31]=[CH:32][CH:33]=4)[C:28]([N:35]([CH3:37])[CH3:36])=[CH:27][CH:26]=3)=[S:24])[N:8]=[C:7]([C:9]3[CH:10]=[CH:11][CH:12]=[CH:13][CH:14]=3)[C:6]=2[CH:15]=1. Reported procedure: To a solution of 3-amino-7-chloro-5-phenyl-1,3-dihydro-1-methyl-2H-1,4-benzodiazepin-2-one (INTERMEDIATE 1) (0.299 g, 1 mmol) in dichloroethane (15 mi) was added 4-isothiocyanato-N,N-dimethyl-1-naphthalenamine (0.230 g, 1 mmol). The reaction mixture was stirred at room temperature for 17 hours. The solvent was evaporated in vacuo, the residue was triturated with ether and the title compound was obtained as a colorless solid (0.345 g, 65%). 1H-NMR (CD3OD): δ 8.25 (d, 8.4 Hz, 2H), 8.00 (d, J=8.4 H... Starting materials: CCOc1ccc(N)cc1, CO, Clc1nnc(Cc2ccncc2)c2ccccc12, ClCCl, [GeH4], [Na+], [Na+], O=C([O-])[O-]. Yields the product CCOc1ccc(Nc2nnc(Cc3ccncc3)c3ccccc23)cc1. RXN SMILES: [CH2:20]([CH3:21])[O:22][c:23]1[cH:24][cH:25][c:26]([NH2:27])[cH:28][cH:29]1.[CH3:36][OH:37].[Cl:1][c:2]1[n:3][n:4][c:5]([CH2:12][c:13]2[cH:14][cH:15][n:16][cH:17][cH:18]2)[c:6]2[cH:7][cH:8][cH:9][cH:10][c:11]12.[Cl:38][CH2:39][Cl:40].[GeH4:19].[Na+:30].[Na+:31].[O-:32][C:33](=[O:34])[O-:35]>>[c:2]1([NH:27][c:26]2[cH:25][cH:24][c:23]([O:22][CH2:20][CH3:21])[cH:29][cH:28]2)[n:3][n:4][c:5]([CH2:12][c:13]2[cH:14][cH:15][n:16][cH:17][cH:18]2)[c:6]2[cH:7][cH:8][cH:9][cH:10][c:11]12. The reactants are CN1C(C2(CCN(C2)C(=O)OC(C)(C)C)C(C1)C1=CC=CC=C1)=O (tert-Butyl 7-methyl-6-oxo-9-phenyl-2,7-diazaspiro[4.4]nonane-2-carboxylate), C(=O)(C(F)(F)F)O (TFA). Procedure details: A solution of tert-butyl 7-methyl-6-oxo-9-phenyl-2,7-diazaspiro[4.4]nonane-2-carboxylate (diastereomer 1, step 1) (488.3 mg, 1.48 mmol) in DCM (10 mL) was treated with TFA (2.3 mL, 29.6 mmol). The reaction mixture was stirred at room temperature for 5 hours and concentrated in vacuo. The residue was dissolved in EtOAc and washed with a saturated sodium bicarbonate solution. The organic portion was dried (MgSO4), filtered and concentrated in vacuo to afford the title compound which was used in th... RXN SMILES: [CH3:1][N:2]1[CH2:17][CH:16]([C:18]2[CH:23]=[CH:22][CH:21]=[CH:20][CH:19]=2)[C:4]2([CH2:8][N:7](C(OC(C)(C)C)=O)[CH2:6][CH2:5]2)[C:3]1=[O:24].C(O)(C(F)(F)F)=O>C(Cl)Cl>[CH3:1][N:2]1[CH2:17][CH:16]([C:18]2[CH:23]=[CH:22][CH:21]=[CH:20][CH:19]=2)[C:4]2([CH2:5][CH2:6][NH:7][CH2:8]2)[C:3]1=[O:24]. The product is CN1C(C2(C(C1)C1=CC=CC=C1)CNCC2)=O (2-Methyl-4-phenyl-2,7-diazaspiro[4.4]nonan-1-one). Run in C(Cl)Cl (DCM). Reaction conditions: time 5 hour.